Dataset: the Open Reaction Database (ORD), a public repository of structured organic reaction records. Task: describe an organic reaction: reactants, conditions, products, and yield Starting materials: BrC=1C(=C(C=C(C1)C(C)(C)C)C#CC1=CC=C(C=C1)NS(=O)(=O)C)C#N (N-[4-(3-bromo-5-tert-butyl-2-cyano-phenylethynyl)-phenyl]-methanesulfonamide), C(C1=CC=CC=C1)OC1=NC=CC=C1B(O)O (2-benzyloxy-3-pyridine boronic acid), C(=O)([O-])[O-].[Na+].[Na+] (Na2CO3). Reagents/catalysts: C=1C=CC(=CC1)[P](C=2C=CC=CC2)(C=3C=CC=CC3)[Pd]([P](C=4C=CC=CC4)(C=5C=CC=CC5)C=6C=CC=CC6)([P](C=7C=CC=CC7)(C=8C=CC=CC8)C=9C=CC=CC9)[P](C=1C=CC=CC1)(C=1C=CC=CC1)C=1C=CC=CC1 (Pd(PPh3)4). Run in CO (MeOH), C(Cl)Cl (DCM). The product is C(C1=CC=CC=C1)OC1=NC=CC=C1C=1C(=C(C=C(C1)C(C)(C)C)C#CC1=CC=C(C=C1)NS(=O)(=O)C)C#N (N-{4-[3-(2-benzyloxy-pyridin-3-yl)-5-tert-butyl-2-cyano-phenylethynyl]phenyl}-methanesulfonamide). Yield: 64.1%. RXN SMILES: Br[C:2]1[C:3]([C:25]#[N:26])=[C:4]([C:12]#[C:13][C:14]2[CH:19]=[CH:18][C:17]([NH:20][S:21]([CH3:24])(=[O:23])=[O:22])=[CH:16][CH:15]=2)[CH:5]=[C:6]([C:8]([CH3:11])([CH3:10])[CH3:9])[CH:7]=1.[CH2:27]([O:34][C:35]1[C:40](B(O)O)=[CH:39][CH:38]=[CH:37][N:36]=1)[C:28]1[CH:33]=[CH:32][CH:31]=[CH:30][CH:29]=1.C([O-])([O-])=O.[Na+].[Na+]>CO.C(Cl)Cl.C1C=CC([P]([Pd]([P](C2C=CC=CC=2)(C2C=CC=CC=2)C2C=CC=CC=2)([P](C2C=CC=CC=2)(C2C=CC=CC=2)C2C=CC=CC=2)[P](C2C=CC=CC=2)(C2C=CC=CC=2)C2C=CC=CC=2)(C2C=CC=CC=2)C2C=CC=CC=2)=CC=1>[CH2:27]([O:34][C:35]1[C:40]([C:2]2[C:3]([C:25]#[N:26])=[C:4]([C:12]#[C:13][C:14]3[CH:15]=[CH:16][C:17]([NH:20][S:21]([CH3:24])(=[O:22])=[O:23])=[CH:18][CH:19]=3)[CH:5]=[C:6]([C:8]([CH3:10])([CH3:11])[CH3:9])[CH:7]=2)=[CH:39][CH:38]=[CH:37][N:36]=1)[C:28]1[CH:29]=[CH:30][CH:31]=[CH:32][CH:33]=1 |f:2.3.4,^1:58,60,79,98|. Procedure details: step 3—A sealed tube containing 94 (0.290 g, 0.67 mmol), 2-benzyloxy-3-pyridine boronic acid (0.184 g, 0.80 mmol, 141), Pd(PPh3)4 (0.220 g, 0.07 mmol) and Na2CO3 (0.609 g, 2.01 mmol) in MeOH (9 mL) and DCM (3 mL) was irradiated in a microwave reactor at 125° C. for 30 min. The organic volatiles were removed under reduced pressure. The residue was partitioned between DCM and water then the aqueous layer was further extracted with DCM. The combined extracts were washed with brine, dried (Na2SO4), ... Starting materials: BrC1=CC(=NC=C1)C(=O)NC1=CC(=CC=C1)C=NC1CC1 (4-bromo-N-(3-((cyclopropylimino)methyl)phenyl)picolinamide), C=1(C(=CC=CC1)S(=O)(=O)C[N+]#[C-])C (toluenesulfonylmethyl isocyanide), C1(CC1)N (cyclopropylamine), C=1(C(=CC=CC1)S(=O)(=O)C[N+]#[C-])C (toluenesulfonylmethyl isocyanide). Solvent: C(OC)COC.CO (dimethoxyethane methanol). Run at temperature 52 celsius, time 14 hour. The product is BrC1=CC(=NC=C1)C(=O)NC1=CC(=CC=C1)C1=CN=CN1C1CC1 (4-bromo-N-(3-(1-cyclopropyl-1H-imidazol-5-yl)phenyl)picolinamide). Isolated yield 10.1%. As a reaction SMILES: [Br:1][C:2]1[CH:7]=[CH:6][N:5]=[C:4]([C:8]([NH:10][C:11]2[CH:16]=[CH:15][CH:14]=[C:13]([CH:17]=[N:18][CH:19]3[CH2:21][CH2:20]3)[CH:12]=2)=[O:9])[CH:3]=1.C1(C)C(S([CH2:31][N+:32]#[C-:33])(=O)=O)=CC=CC=1.C1(N)CC1>C(COC)OC.CO>[Br:1][C:2]1[CH:7]=[CH:6][N:5]=[C:4]([C:8]([NH:10][C:11]2[CH:16]=[CH:15][CH:14]=[C:13]([C:17]3[N:18]([CH:19]4[CH2:21][CH2:20]4)[CH:33]=[N:32][CH:31]=3)[CH:12]=2)=[O:9])[CH:3]=1 |f:3.4|. Procedure: A solution of 3-(1,3-dioxolan-2-yl)aniline (3.26 g, 19.7 mmol), 4-bromopicolinic acid (4.38 g, 21.7 mmol), (2-(7-Aza-1H-benzotriazole-1-yl)-1,1,3,3-tetramethyluronium hexafluorophosphate (HATU) (8.99 g, 23.6 mmol), and N-methylmorpholine (2.6 mL, 23.6 mmol) in N,N-dimethylformamide was stirred at room temperature for 30 minutes. The solvent was removed under reduced pressure, and the residue was purified by flash chromatography (1:1 Hexanes/ethyl acetate) to afford a mixture of N-(3-(1,3-dioxola... Reactants: N(=[N+]=[N-])C1C(NC2=C(C(=C1)C1=C(C=CC=C1)F)C=C(C=C2)Cl)=O (rac-3-azido-7-chloro-5-(2-fluorophenyl)-1,3-dihydro-2H-1-benzazepin-2-one). The reagents and catalysts are [Pd] (Pd/C). Solvent: C(C)(=O)O (acetic acid). Run at time 2 hour. The product is NC1C(NC2=C(C(=C1)C1=C(C=CC=C1)F)C=C(C=C2)Cl)=O (rac-3-Amino-7-chloro-5-(2-fluorophenyl)-1,3-dihydro-2H-1-benzazepin-2-one). Reaction SMILES: [N:1]([CH:4]1[CH:10]=[C:9]([C:11]2[CH:16]=[CH:15][CH:14]=[CH:13][C:12]=2[F:17])[C:8]2[CH:18]=[C:19]([Cl:22])[CH:20]=[CH:21][C:7]=2[NH:6][C:5]1=[O:23])=[N+]=[N-]>C(O)(=O)C.[Pd]>[NH2:1][CH:4]1[CH:10]=[C:9]([C:11]2[CH:16]=[CH:15][CH:14]=[CH:13][C:12]=2[F:17])[C:8]2[CH:18]=[C:19]([Cl:22])[CH:20]=[CH:21][C:7]=2[NH:6][C:5]1=[O:23]. Reported procedure: To a solution of rac-3-azido-7-chloro-5-(2-fluorophenyl)-1,3-dihydro-2H-1-benzazepin-2-one (5 g, 15.2 mmole) in 300 mL of acetic acid was added 5% Pd/C (250 mg). The mixture was hydrogenated at 1 atm pressure for 2 hours. The crude material was purified on activated alumina and crystallized from ether-isopropyl ether yielding 3.4 g (74%) of solid. Melting point: 188°-191° C. Starting materials: B, BC(C)(C)C(C)C, C=C(C)C(C)C, C=Cc1cnc2c(c1)oc(=O)n2C, [Na+], C1CCOC1, [OH-], O. Yields the product Cn1c(=O)oc2cc(CCO)cnc21. RXN SMILES: [BH3:1].[C:21]([BH2:22])([CH:23]([CH3:24])[CH3:25])([CH3:26])[CH3:27].[CH3:2][C:3]([CH:4]([CH3:5])[CH3:6])=[CH2:7].[CH3:8][n:9]1[c:10](=[O:20])[o:11][c:12]2[c:13]1[n:14][cH:15][c:16]([CH:18]=[CH2:19])[cH:17]2.[Na+:29].[O:30]1[CH2:31][CH2:32][CH2:33][CH2:34]1.[OH-:28].[OH2:35]>>[CH3:8][n:9]1[c:10](=[O:20])[o:11][c:12]2[c:13]1[n:14][cH:15][c:16]([CH2:18][CH2:19][OH:28])[cH:17]2. The reactants are O=C(O)c1cc(F)ccc1[N+](=O)[O-], [NH4+], C1COCCO1, [OH-], O=S(Cl)Cl. Yields the product NC(=O)c1cc(F)ccc1[N+](=O)[O-]. As a reaction SMILES: [F:1][c:2]1[cH:3][cH:4][c:5]([N+:11](=[O:12])[O-:13])[c:6]([C:7](=[O:8])[OH:9])[cH:10]1.[NH4+:19].[O:20]1[CH2:21][CH2:22][O:23][CH2:24][CH2:25]1.[OH-:18].[S:14]([Cl:15])([Cl:16])=[O:17]>>[F:1][c:2]1[cH:3][cH:4][c:5]([N+:11](=[O:12])[O-:13])[c:6]([C:7](=[O:8])[NH2:19])[cH:10]1.